Dataset: the Open Reaction Database (ORD), a public repository of structured organic reaction records. Task: describe an organic reaction: reactants, conditions, products, and yield Reactants: aqueous solution, [OH-].[Na+] (sodium hydroxide), C1(=CC=CC=C1)C(C#N)C1=CC=CC=C1 (2,2-diphenylacetonitrile), C(C#C)Cl (2-propynyl chloride). Reagents/catalysts: S(=O)(=O)(O)[O-].C(CCC)[N+](CCCC)(CCCC)CCCC (tetrabutylammonium hydrogen sulfate). Run in O (water). Conditions: time 6 hour. Yields the product C1(=CC=CC=C1)C(C#N)(CC#C)C1=CC=CC=C1 (2,2-diphenyl-2-(2-propynyl)acetonitrile). RXN SMILES: [C:1]1([CH:7]([C:10]2[CH:15]=[CH:14][CH:13]=[CH:12][CH:11]=2)[C:8]#[N:9])[CH:6]=[CH:5][CH:4]=[CH:3][CH:2]=1.[CH2:16](Cl)[C:17]#[CH:18].[OH-].[Na+]>S([O-])(O)(=O)=O.C([N+](CCCC)(CCCC)CCCC)CCC.O>[C:10]1([C:7]([C:1]2[CH:2]=[CH:3][CH:4]=[CH:5][CH:6]=2)([CH2:18][C:17]#[CH:16])[C:8]#[N:9])[CH:11]=[CH:12][CH:13]=[CH:14][CH:15]=1 |f:2.3,4.5|. Procedure: To a mixture of 2,2-diphenylacetonitrile (135.77 g), 2-propynyl chloride (52.35 g) and tetrabutylammonium hydrogen sulfate (0.51 g) was added dropwise 50% aqueous solution of sodium hydroxide (100 ml) at room temperature. After being stirred for 6 hours, the mixture was poured into water and extracted with diethyl ether. The extract was washed successively with diluted hydrochloric acid and brine, and evaporated in vacuo. The residue was distilled in vacuo to give 2,2-diphenyl-2-(2-propynyl)acet... Reactants: COc1ccc(B(O)O)cc1, CO, Cc1cc2nc(NC(=O)C3CC3c3ccccc3)cc(Cl)n2n1, [Na+], O=C([O-])O. The product is COc1ccc(-c2cc(NC(=O)C3CC3c3ccccc3)nc3cc(C)nn23)cc1. Reaction SMILES: [CH3:24][O:25][c:26]1[cH:27][cH:28][c:29]([B:32]([OH:33])[OH:34])[cH:30][cH:31]1.[CH3:40][OH:41].[Cl:1][c:2]1[cH:3][c:4]([NH:12][C:13](=[O:14])[CH:15]2[CH:16]([c:18]3[cH:19][cH:20][cH:21][cH:22][cH:23]3)[CH2:17]2)[n:5][c:6]2[n:7]1[n:8][c:9]([CH3:11])[cH:10]2.[Na+:39].[O-:35][C:36]([OH:37])=[O:38]>>[c:2]1(-[c:29]2[cH:28][cH:27][c:26]([O:25][CH3:24])[cH:31][cH:30]2)[cH:3][c:4]([NH:12][C:13](=[O:14])[CH:15]2[CH:16]([c:18]3[cH:19][cH:20][cH:21][cH:22][cH:23]3)[CH2:17]2)[n:5][c:6]2[n:7]1[n:8][c:9]([CH3:11])[cH:10]2. Starting materials: BrC=1C(=C(C=C2C(C(=CN(C12)C1CC1)C(=O)OCC)=O)F)F (ethyl 8-bromo-1-cyclopropyl-6,7-difluoro-1,4-dihydro-4-oxo-3-quinolinecarboxylate), C(CCC)C(=C(CCCC)CCCC)[SnH3] (tributylvinyl stannan). The reagents and catalysts are C=1C=CC(=CC1)[P](C=2C=CC=CC2)(C=3C=CC=CC3)[Pd]([P](C=4C=CC=CC4)(C=5C=CC=CC5)C=6C=CC=CC6)([P](C=7C=CC=CC7)(C=8C=CC=CC8)C=9C=CC=CC9)[P](C=1C=CC=CC1)(C=1C=CC=CC1)C=1C=CC=CC1 (tetrakis(triphenylphosphine)palladium(0)). The solvent is C1(=CC=CC=C1)C (toluene). Yields the product C1(CC1)N1C=C(C(C2=CC(=C(C(=C12)C=C)F)F)=O)C(=O)OCC (ethyl 1-cyclopropyl-6,7-difluoro-1,4-dihydro-4-oxo-8-vinyl-3-quinolinecarboxylate). Isolated yield 79.9%. Reaction SMILES: Br[C:2]1[C:3]([F:22])=[C:4]([F:21])[CH:5]=[C:6]2[C:11]=1[N:10]([CH:12]1[CH2:14][CH2:13]1)[CH:9]=[C:8]([C:15]([O:17][CH2:18][CH3:19])=[O:16])[C:7]2=[O:20].[CH2:23](C([SnH3])=C(CCCC)CCCC)[CH2:24]CC>C1(C)C=CC=CC=1.C1C=CC([P]([Pd]([P](C2C=CC=CC=2)(C2C=CC=CC=2)C2C=CC=CC=2)([P](C2C=CC=CC=2)(C2C=CC=CC=2)C2C=CC=CC=2)[P](C2C=CC=CC=2)(C2C=CC=CC=2)C2C=CC=CC=2)(C2C=CC=CC=2)C2C=CC=CC=2)=CC=1>[CH:12]1([N:10]2[C:11]3[C:6](=[CH:5][C:4]([F:21])=[C:3]([F:22])[C:2]=3[CH:23]=[CH2:24])[C:7](=[O:20])[C:8]([C:15]([O:17][CH2:18][CH3:19])=[O:16])=[CH:9]2)[CH2:14][CH2:13]1 |^1:48,50,69,88|. Procedure details: 3.72 g of ethyl 8-bromo-1-cyclopropyl-6,7-difluoro-1,4-dihydro-4-oxo-3-quinolinecarboxylate, 4.4 g of tributylvinyl stannan and 0.46 g of tetrakis(triphenylphosphine)palladium(0) are refluxed in 40 ml of absolute toluene for 2 to 3 hours under a nitrogen atmosphere. The mixture is filtered under hot conditions, and the product which has precipitated at room temperature is filtered off with suction, washed with toluene and dried. 2.55 g of ethyl 1-cyclopropyl-6,7-difluoro-1,4-dihydro-4-oxo-8-viny...